Dataset: the Open Reaction Database (ORD), a public repository of structured organic reaction records. Task: describe an organic reaction: reactants, conditions, products, and yield Starting materials: C1(CCCCC1)C1=NC(C(NC2=C1C=CC=C2)=O)NC(=O)OCC2=CC=CC=C2 (5-cyclohexyl-1,3-dihydro-3(R,S)-[ (benzyloxycarbonyl)amino]-2H-1,4-benzodiazepin-2-one), [H-].[Na+] (sodium hydride), ICC(C)C (1-iodo-2-methylpropane). Run in CN(C=O)C (dimethylformamide). Reaction conditions: time 30 minute. The product is C1(CCCCC1)C1=NC(C(N(C2=C1C=CC=C2)CC(C)C)=O)NC(=O)OCC2=CC=CC=C2 (5-Cyclohexyl-1,3-dihydro-1-(2-methylpropyl)-3(R,S)-[(benzyloxycarbonyl)amino]-2H-1,4-benzodiazepin-2-one). Yield: 55.9%. As a reaction SMILES: [CH:1]1([C:7]2[C:13]3[CH:14]=[CH:15][CH:16]=[CH:17][C:12]=3[NH:11][C:10](=[O:18])[CH:9]([NH:19][C:20]([O:22][CH2:23][C:24]3[CH:29]=[CH:28][CH:27]=[CH:26][CH:25]=3)=[O:21])[N:8]=2)[CH2:6][CH2:5][CH2:4][CH2:3][CH2:2]1.[H-].[Na+].I[CH2:33][CH:34]([CH3:36])[CH3:35]>CN(C)C=O>[CH:1]1([C:7]2[C:13]3[CH:14]=[CH:15][CH:16]=[CH:17][C:12]=3[N:11]([CH2:33][CH:34]([CH3:36])[CH3:35])[C:10](=[O:18])[CH:9]([NH:19][C:20]([O:22][CH2:23][C:24]3[CH:29]=[CH:28][CH:27]=[CH:26][CH:25]=3)=[O:21])[N:8]=2)[CH2:6][CH2:5][CH2:4][CH2:3][CH2:2]1 |f:1.2|. Procedure details: A solution of 5-cyclohexyl-1,3-dihydro-3(R,S)-[ (benzyloxycarbonyl)amino]-2H-1,4-benzodiazepin-2-one(7.0 g, 18 mmol)in dimethylformamide (84 ml), under an atmosphere of nitrogen, was treated with sodium hydride (0.77 g of a 55-60% dispersion in mineral oil, 18 mmol) in one portion, at -10° C. After 30 min at -10° C., 1-iodo-2-methylpropane (2.3 ml, 19.8 mmol) was added in one portion and the solution allowed to reach 0° C. over 2 h, then stirred at ambient temperature overnight. After this time ... Starting materials: 1,4-dihydro-2,6-dimethyl-3,5-pyridinecarboxylate, C(C)(=O)C1=CC=C(C=O)C=C1 (4-acetylbenzaldehyde), N1CCOCC1 (morpholine). The reagents and catalysts are [O-]S(=O)(=O)C(F)(F)F.[Sc+3].[O-]S(=O)(=O)C(F)(F)F.[O-]S(=O)(=O)C(F)(F)F (scandium triflate). The solvent is O1CCCC1 (tetrahydrofuran). The product is N1(CCOCC1)CC1=CC=C(C=C1)C(C)=O (1-[4-(Morpholin-4-ylmethyl)phenyl]ethanone). As a reaction SMILES: [C:1]([C:4]1[CH:11]=[CH:10][C:7]([CH:8]=O)=[CH:6][CH:5]=1)(=[O:3])[CH3:2].[NH:12]1[CH2:17][CH2:16][O:15][CH2:14][CH2:13]1>O1CCCC1.[O-]S(C(F)(F)F)(=O)=O.[Sc+3].[O-]S(C(F)(F)F)(=O)=O.[O-]S(C(F)(F)F)(=O)=O>[N:12]1([CH2:8][C:7]2[CH:10]=[CH:11][C:4]([C:1](=[O:3])[CH3:2])=[CH:5][CH:6]=2)[CH2:17][CH2:16][O:15][CH2:14][CH2:13]1 |f:3.4.5.6|. Reported procedure: 4.7 g of 1,4-dihydro-2,6-dimethyl-3,5-pyridinecarboxylate and 1.3 g of scandium triflate were added to 2.75 g of 4-acetylbenzaldehyde (18.56 mmol), 1.7 ml of morpholine and 3 g of 4 Å molecular sieves in 100 ml of tetrahydrofuran under argon, and the mixture was heated to reflux for 3 hours. The mixture was concentrated. The residue was mixed with ethyl acetate and washed with sat. NaHCO3 solution and sat. NaCl solution. Drying and evaporation of the mixture resulted in a crude product which was... Starting materials: NC=1C=C(C=CC1)N=C1SC(C(N1CC1=CC=CC=C1)=O)=C1SC2=C(N1C)C=CC=C2 (2-(3-aminophenylimino)-3-benzyl-5-(3-methyl-3H-benzothiazol-2-ylidene)thiazolidine-4-one), C1(=CC=CC=C1)S(=O)(=O)Cl (benzenesulfonyl chloride), TEA. The solvent is C(Cl)(Cl)Cl (CHCl3). Run at temperature 50 celsius, time 20 hour. The product is C(C1=CC=CC=C1)N1C(SC(C1=O)=C1SC2=C(N1C)C=CC=C2)=NC=2C=C(C=CC2)NS(=O)(=O)C2=CC=CC=C2 (N-{3-[3-benzyl-5-(3-methyl-3H-benzothiazol-2-ylidene)-4-oxothiazolidin-2-ylideneamino]phenyl}benzenesulfonamide). Isolated yield 20.9%. As a reaction SMILES: [NH2:1][C:2]1[CH:3]=[C:4]([N:8]=[C:9]2[N:13]([CH2:14][C:15]3[CH:20]=[CH:19][CH:18]=[CH:17][CH:16]=3)[C:12](=[O:21])[C:11](=[C:22]3[N:26]([CH3:27])[C:25]4[CH:28]=[CH:29][CH:30]=[CH:31][C:24]=4[S:23]3)[S:10]2)[CH:5]=[CH:6][CH:7]=1.[C:32]1([S:38](Cl)(=[O:40])=[O:39])[CH:37]=[CH:36][CH:35]=[CH:34][CH:33]=1>C(Cl)(Cl)Cl>[CH2:14]([N:13]1[C:12](=[O:21])[C:11](=[C:22]2[N:26]([CH3:27])[C:25]3[CH:28]=[CH:29][CH:30]=[CH:31][C:24]=3[S:23]2)[S:10][C:9]1=[N:8][C:4]1[CH:3]=[C:2]([NH:1][S:38]([C:32]2[CH:37]=[CH:36][CH:35]=[CH:34][CH:33]=2)(=[O:40])=[O:39])[CH:7]=[CH:6][CH:5]=1)[C:15]1[CH:20]=[CH:19][CH:18]=[CH:17][CH:16]=1. Reported procedure: To a 25 mL flask was added 2-(3-aminophenylimino)-3-benzyl-5-(3-methyl-3H-benzothiazol-2-ylidene)thiazolidine-4-one (0.18 g, 0.40 mmol), anhydrous CHCl3 (7 mL), benzenesulfonyl chloride (56 μL, 0.44 mmol), and TEA (0.10 mL, 0.80 mmol). The solution was stirred at 50° C. for 20 h. The yellow precipitates were collected by filtration under reduced pressure, washed with hexanes (30 mL), and dried under vacuum to give the title compound (49 mg, 21%) as a yellow solid. 1H-NMR (DMSO-d6): δ 7.97 (1H, s... Product: Cl.C(C)S(=O)(=O)CCC=1C=C2C(=CNC2=CC1)C1CCN(CC1)C (5-[2-(Ethylsulphonyl)ethyl]-3-(1-methyl-4-piperidinyl)-1H-indole hydrochloride). The reactants are C(C)S(=O)(=O)/C=C/C=1C=C2C(=CNC2=CC1)C1CCN(CC1)C ((E)-5-[2-(Ethylsulphonyl)ethenyl]-3-(1-methyl-4-piperidinyl)-1H-indole), Cl (hydrochloric acid), O (water), Cl (hydrochloride), [H][H] (hydrogen). Reagents/catalysts: [Pd] (palladium on carbon). Procedure: A solution of the product of stage (i) (280 mg) in a mixture of ethanol (40 ml), 2N hydrochloric acid (0.7 ml) and water (5 ml; added to dissolve some precipitated hydrochloride of the starting material) was hydrogenated at room temperature and atmospheric pressure, using 10% palladium on carbon (50% w/w with H2O, 330 mg) as the catalyst. After 1 h; when 22 ml (0.92 mmol) of hydrogen had been absorbed, the reaction was stopped. The mixture was filtered and the filtrate was evaporated to give a f... Run in C(C)O (ethanol). Reaction conditions: time 1 hour. RXN SMILES: [CH2:1]([S:3](/[CH:6]=[CH:7]/[C:8]1[CH:9]=[C:10]2[C:14](=[CH:15][CH:16]=1)[NH:13][CH:12]=[C:11]2[CH:17]1[CH2:22][CH2:21][N:20]([CH3:23])[CH2:19][CH2:18]1)(=[O:5])=[O:4])[CH3:2].[ClH:24].O.[H][H]>C(O)C.[Pd]>[ClH:24].[CH2:1]([S:3]([CH2:6][CH2:7][C:8]1[CH:9]=[C:10]2[C:14](=[CH:15][CH:16]=1)[NH:13][CH:12]=[C:11]2[CH:17]1[CH2:18][CH2:19][N:20]([CH3:23])[CH2:21][CH2:22]1)(=[O:5])=[O:4])[CH3:2] |f:6.7|.